This data is from the Open Reaction Database (ORD), a public repository of structured organic reaction records. The task is: describe an organic reaction: reactants, conditions, products, and yield Reactants: Cl.NC(=N)N (guanidine hydrochloride), [OH-].[Na+] (sodium hydroxide), O (water), ClC1=NC(=CC(=N1)Cl)Cl (2,4,6-trichloropyrimidine). Solvent: CC(=O)C (acetone). Reaction conditions: time 1 hour. Product: ClC1=NC(=NC(=C1)Cl)NC(=N)N (4,6-dichloro-2-guanidinopyrimidine). Yield: 25.7%. Reaction SMILES: Cl.[NH2:2][C:3]([NH2:5])=[NH:4].[OH-].[Na+].O.Cl[C:10]1[N:15]=[C:14]([Cl:16])[CH:13]=[C:12]([Cl:17])[N:11]=1>CC(C)=O>[Cl:17][C:12]1[CH:13]=[C:14]([Cl:16])[N:15]=[C:10]([NH:4][C:3]([NH2:5])=[NH:2])[N:11]=1 |f:0.1,2.3|. Procedure: A solution of 141.8 g (1.48 mole) of guanidine hydrochloride, 59.3 g (1.48 m) of sodium hydroxide and 709 ml of water was added to a solution of 183.4 g (0.74 m) of 2,4,6-trichloropyrimidine in 2127 ml of acetone causing a mild exothermic reaction. After stirring for 1 hour at room temperature, a mixture of solid and oil had formed. Refrigeration caused complete crystallization. The crystals were filtered, then suspended in 1200 ml of water and stirred for 1 hour, filtered, washed with water, th...